Dataset: the Open Reaction Database (ORD), a public repository of structured organic reaction records. Task: describe an organic reaction: reactants, conditions, products, and yield The product is COCCNCC(CCOC1OCCCC1)C1=CC(=C(C=C1)Cl)Cl (N-(2-methoxyethyl)-2-(3,4-dichlorophenyl)-4-(tetrahydropyran-2-yloxy)butylamine). The solvent is O1CCCC1 (THF), O1CCCC1 (tetrahydrofuran). RXN SMILES: [CH3:1][O:2][CH2:3][C:4]([NH:6][CH2:7][CH:8]([C:18]1[CH:23]=[CH:22][C:21]([Cl:24])=[C:20]([Cl:25])[CH:19]=1)[CH2:9][CH2:10][O:11][CH:12]1[CH2:17][CH2:16][CH2:15][CH2:14][O:13]1)=O>O1CCCC1>[CH3:1][O:2][CH2:3][CH2:4][NH:6][CH2:7][CH:8]([C:18]1[CH:23]=[CH:22][C:21]([Cl:24])=[C:20]([Cl:25])[CH:19]=1)[CH2:9][CH2:10][O:11][CH:12]1[CH2:17][CH2:16][CH2:15][CH2:14][O:13]1. Procedure: A suspension of 1.5 g of LiA1H4 in 30 ml of tetrahydrofuran (THF) is refluxed and a solution of 7.5 g of the product obtained in step 1 in 40 ml of THF are added dropwise thereto. The reactants are COCC(=O)NCC(CCOC1OCCCC1)C1=CC(=C(C=C1)Cl)Cl (N-methoxyacetyl-2-(3,4-dichlorophenyl)-4-(tetrahydropyran-2-yloxy)butylamine). The reactants are S-aminoquinuclidine, FC=1C=C(C[C@@H]([C@@H](CNC2(CC2)C2=CC(=CC=C2)CC)O)NC(CCCC(=O)O)=O)C=C(C1)F (5-[((1S,2R)-1-(3,5-difluorobenzyl)-3-{[1-(3-ethylphenyl)cyclopropyl]amino}-2-hydroxypropyl)amino]-5-oxopentanoic acid), C(CCl)Cl (EDC), C=1C=CC2=C(C1)N=NN2O (HOBT). Run in CN(C)C=O (DMF). Reaction conditions: temperature 45 celsius, time 8 hour. Yields the product N12C[C@@H](C(CC1)CC2)NC(CCCC(=O)N[C@H]([C@@H](CNC2(CC2)C2=CC(=CC=C2)CC)O)CC2=CC(=CC(=C2)F)F)=O.C(=O)O (formic acid compound with N1-[(3R)-1-azabicyclo[2.2.2]oct-3-yl]-N5-((1S,2R)-1-(3,5-difluorobenzyl)-3-{[1-(3-ethylphenyl)cyclopropyl]amino}-2-hydroxypropyl)pentanediamide). Yield: 49.1%. Reaction SMILES: [F:1][C:2]1[CH:3]=[C:4]([CH:31]=[C:32]([F:34])[CH:33]=1)[CH2:5][C@H:6]([NH:22][C:23](=[O:30])[CH2:24][CH2:25][CH2:26][C:27]([OH:29])=[O:28])[C@H:7]([OH:21])[CH2:8][NH:9][C:10]1([C:13]2[CH:18]=[CH:17][CH:16]=[C:15]([CH2:19][CH3:20])[CH:14]=2)[CH2:12][CH2:11]1.[CH2:35](Cl)[CH2:36]Cl.[CH:39]1[CH:40]=C[C:42]2[N:47](O)N=[N:45][C:43]=2[CH:44]=1>CN(C=O)C>[N:47]12[CH2:36][CH2:35][CH:44]([CH2:39][CH2:40]1)[C@@H:43]([NH:45][C:27](=[O:29])[CH2:26][CH2:25][CH2:24][C:23]([NH:22][C@@H:6]([CH2:5][C:4]1[CH:31]=[C:32]([F:34])[CH:33]=[C:2]([F:1])[CH:3]=1)[C@H:7]([OH:21])[CH2:8][NH:9][C:10]1([C:13]3[CH:18]=[CH:17][CH:16]=[C:15]([CH2:19][CH3:20])[CH:14]=3)[CH2:11][CH2:12]1)=[O:30])[CH2:42]2.[CH:27]([OH:29])=[O:28] |f:4.5|. Procedure details: To a solution of S-aminoquinuclidine (0.084 g, 0.421 mmol) TEA (0.294 ml, 2.11 mmol), and anhydrous DMF (2.5 ml) was added 5-[((1S,2R)-1-(3,5-difluorobenzyl)-3-{[1-(3-ethylphenyl)cyclopropyl]amino}-2-hydroxypropyl)amino]-5-oxopentanoic acid (0.200 g, 0.421 mmol), EDC (0.121 g, 0.632 mmol), HOBT (0.085 g, 0.632 mmol) under nitrogen, with stirring at 45° C. overnight. Reaction mixture was quenched with 10% sodium bicarbonate (aq.) then extracted with ethyl acetate then concentrated in vacuo, yield... Reactants: N1CCC(CC1)N1C(NC2=CC=CC=C2C1C1=CC=C(C=C1)Cl)=O (3-(piperidin-4-yl)-4-(4-chlorophenyl)-3,4-dihydro-2(1H)-quinazolinone), COCC=1C=C(C=O)C=CC1 (3-methoxymethylbenzaldehyde). The product is COCC=1C=C(CN2CCC(CC2)N2C(NC3=CC=CC=C3C2C2=CC=C(C=C2)Cl)=O)C=CC1 (3-[1-(3-Methoxymethylbenzyl)piperidin-4-yl]-4-(4-chlorophenyl)-3,4-dihydro-2(1H)-quinazolinone). RXN SMILES: [NH:1]1[CH2:6][CH2:5][CH:4]([N:7]2[CH:16]([C:17]3[CH:22]=[CH:21][C:20]([Cl:23])=[CH:19][CH:18]=3)[C:15]3[C:10](=[CH:11][CH:12]=[CH:13][CH:14]=3)[NH:9][C:8]2=[O:24])[CH2:3][CH2:2]1.[CH3:25][O:26][CH2:27][C:28]1[CH:29]=[C:30]([CH:33]=[CH:34][CH:35]=1)[CH:31]=O>>[CH3:25][O:26][CH2:27][C:28]1[CH:29]=[C:30]([CH:33]=[CH:34][CH:35]=1)[CH2:31][N:1]1[CH2:2][CH2:3][CH:4]([N:7]2[CH:16]([C:17]3[CH:18]=[CH:19][C:20]([Cl:23])=[CH:21][CH:22]=3)[C:15]3[C:10](=[CH:11][CH:12]=[CH:13][CH:14]=3)[NH:9][C:8]2=[O:24])[CH2:5][CH2:6]1. Reported procedure: In similar way as in Preparation example 11, the title compound was prepared from 3-(piperidin-4-yl)-4-(4-chlorophenyl)-3,4-dihydro-2(1H)-quinazolinone and 3-methoxymethylbenzaldehyde. Reactants: Cl.COC([C@@H](N)CO)=O (serine methyl ester hydrochloride), C(C)(C)(C)OC(=O)N1[C@H](C(=O)O)CCC1 (t-butoxycarbonylproline), ClC(=O)OCC(C)C (isobutyl chloroformate), CN1CCOCC1 (N-methylmorpholine). Run in C(Cl)Cl (methylene chloride). Run at temperature -70 celsius, time 5 minute. Yields the product COC([C@@H](NC([C@H]1N(CCC1)C(=O)OC(C)(C)C)=O)CO)=O (t-butoxycarbonylprolylserine methyl ester). RXN SMILES: [C:1]([O:5][C:6]([N:8]1[CH2:15][CH2:14][CH2:13][C@H:9]1[C:10]([OH:12])=O)=[O:7])([CH3:4])([CH3:3])[CH3:2].CN1CCOCC1.ClC(OCC(C)C)=O.Cl.[CH3:32][O:33][C:34](=[O:39])[C@H:35]([CH2:37][OH:38])[NH2:36]>C(Cl)Cl>[CH3:32][O:33][C:34](=[O:39])[C@H:35]([CH2:37][OH:38])[NH:36][C:10](=[O:12])[C@@H:9]1[CH2:13][CH2:14][CH2:15][N:8]1[C:6]([O:5][C:1]([CH3:2])([CH3:3])[CH3:4])=[O:7] |f:3.4|. Reported procedure: 21.5 g of t-butoxycarbonylproline is dissolved in 200 ml of methylene chloride. 22.2 ml of N-methylmorpholine is added to the solution. The solution is cooled to -70° C. 13.1 ml of isobutyl chloroformate is then added. The reaction mixture is warmed up to -15° C. and stirred for 5 minutes. The reaction mixture is again cooled to -70° C. 15.6 g of serine methyl ester hydrochloride is added to the reaction mixture. The reaction mixture is allowed to warm to room temperature, and then stirred for 1... The reactants are OO (hydrogen peroxide), [OH-].[Na+] (sodium hydroxide), C(C)(C)(C)OC(N(C(=O)OC(C)(C)C)C=1C(S(C[C@@](N1)(C)C1=C(C=CC(=C1)[N+](=O)[O-])CC=C)(=O)=O)(C)C)=O ((R)-tert-butyl-N-(5-(2-allyl-5-nitrophenyl)-2,2,5-trimethyl-1,1-dioxido-5,6-dihydro-2H-1,4-thiazin-3-yl)-N-tert-butoxycarbonyl-carbamate). The solvent is C1CCOC1 (THF), C1CCOC1 (THF). Conditions: temperature 0 celsius, time 1.5 hour. Product: C(C)(C)(C)OC(N(C(=O)OC(C)(C)C)C=1C(S(C[C@@](N1)(C)C1=C(C=CC(=C1)[N+](=O)[O-])CCCO)(=O)=O)(C)C)=O ((R)-tert-butyl-N-(5-(2-(3-hydroxypropyl)-5-nitrophenyl)-2,2,5-trimethyl-1,1-dioxido-5,6-dihydro-2H-1,4-thiazin-3-yl)-N-tert-butoxycarbonyl-carbamate). Isolated yield 59.9%. As a reaction SMILES: [C:1]([O:5][C:6](=[O:38])[N:7]([C:15]1[C:16]([CH3:37])([CH3:36])[S:17](=[O:35])(=[O:34])[CH2:18][C@:19]([C:22]2[CH:27]=[C:26]([N+:28]([O-:30])=[O:29])[CH:25]=[CH:24][C:23]=2[CH2:31][CH:32]=[CH2:33])([CH3:21])[N:20]=1)[C:8]([O:10][C:11]([CH3:14])([CH3:13])[CH3:12])=[O:9])([CH3:4])([CH3:3])[CH3:2].[OH:39]O.[OH-].[Na+]>C1COCC1>[C:1]([O:5][C:6](=[O:38])[N:7]([C:15]1[C:16]([CH3:37])([CH3:36])[S:17](=[O:35])(=[O:34])[CH2:18][C@:19]([C:22]2[CH:27]=[C:26]([N+:28]([O-:30])=[O:29])[CH:25]=[CH:24][C:23]=2[CH2:31][CH2:32][CH2:33][OH:39])([CH3:21])[N:20]=1)[C:8]([O:10][C:11]([CH3:14])([CH3:13])[CH3:12])=[O:9])([CH3:2])([CH3:3])[CH3:4] |f:2.3|. Procedure: A solution of (R)-tert-butyl-N-(5-(2-allyl-5-nitrophenyl)-2,2,5-trimethyl-1,1-dioxido-5,6-dihydro-2H-1,4-thiazin-3-yl)-N-tert-butoxycarbonyl-carbamate (623 mg, 1.129 mmol), in THF (11 ml) was cooled to 0° C. and borane tetrahydrofuran complex, 1.0 M in THF (1.13 ml, 1.13 mmol) was added dropwise. The mixture was stirred for 1.5 h at 0° C., then quenched with water (1 ml) and allowed to warm up to rt. The mixture was recooled to 0° C. and hydrogen peroxide (30% solution) (1.15 ml, 11.29 mmol) and...